Dataset: the Open Reaction Database (ORD), a public repository of structured organic reaction records. Task: describe an organic reaction: reactants, conditions, products, and yield Reactants: C(C)(C)(C)OC(=O)N1CCC(CC1)NC1=NC(=NC(=C1)Cl)Cl (4-(2,6-dichloro-pyrimidin-4-ylamino)-piperidine-1-carboxylic acid tert-butyl ester). Run in C(C)O (ethanol), Cl (HCl), O1CCOCC1 (dioxane). Yields the product Cl.Cl.ClC1=NC(=CC(=N1)NC1CCNCC1)Cl ((2,6-Dichloro-pyrimidin-4-yl)-piperidin-4-yl-amine dihydrochloride). As a reaction SMILES: C(OC([N:8]1[CH2:13][CH2:12][CH:11]([NH:14][C:15]2[CH:20]=[C:19]([Cl:21])[N:18]=[C:17]([Cl:22])[N:16]=2)[CH2:10][CH2:9]1)=O)(C)(C)C>C(O)C.Cl.O1CCOCC1>[ClH:21].[ClH:21].[Cl:22][C:17]1[N:16]=[C:15]([NH:14][CH:11]2[CH2:10][CH2:9][NH:8][CH2:13][CH2:12]2)[CH:20]=[C:19]([Cl:21])[N:18]=1 |f:4.5.6|. Procedure details: A solution of 4-(2,6-dichloro-pyrimidin-4-ylamino)-piperidine-1-carboxylic acid tert-butyl ester (3.1 g, 8.93 mmol) in ethanol (40 mL) and 4 M HCl in dioxane (70 mL) was stirred at rt for 2 h. The solvent was removed under reduced pressure and the crude product used in the consecutive step without further purification assuming quantitative deprotection and formation of the dihydrochloride salt. MS (ISP): 247.3 [M+H]+. Reactants: C(C)(C)(C)OC(=O)NCC1=NC=C(C2=CC(=C(C=C12)OC)OC)C(=O)O (1-(tert-butoxycarbonylamino-methyl)-6,7-dimethoxy-isoquinoline-4-carboxylic acid), C(C)P(=O)(CC)C#N (diethylphosphoryl cyanide), COCCN (2-methoxy ethylamine). Yields the product C(C)(C)(C)OC(NCC1=NC=C(C2=CC(=C(C=C12)OC)OC)C(NCCOC)=O)=O ([6,7-dimethoxy-4-(2-methoxy-ethylcarbamoyl)-isoquinolin-1-ylmethyl]-carbamic acid tert-butyl ester). Isolated yield 48.8%. Reaction SMILES: [C:1]([O:5][C:6]([NH:8][CH2:9][C:10]1[C:19]2[C:14](=[CH:15][C:16]([O:22][CH3:23])=[C:17]([O:20][CH3:21])[CH:18]=2)[C:13]([C:24]([OH:26])=O)=[CH:12][N:11]=1)=[O:7])([CH3:4])([CH3:3])[CH3:2].C(P(C#N)(CC)=O)C.[CH3:35][O:36][CH2:37][CH2:38][NH2:39]>>[C:1]([O:5][C:6](=[O:7])[NH:8][CH2:9][C:10]1[C:19]2[C:14](=[CH:15][C:16]([O:22][CH3:23])=[C:17]([O:20][CH3:21])[CH:18]=2)[C:13]([C:24](=[O:26])[NH:39][CH2:38][CH2:37][O:36][CH3:35])=[CH:12][N:11]=1)([CH3:4])([CH3:2])[CH3:3]. Reported procedure: As described in example 1E, 1-(tert-butoxycarbonylamino-methyl)-6,7-dimethoxy-isoquinoline-4-carboxylic acid (80 mg, 0.22 mmol), diethylphosphoryl cyanide (54 mg, 0.33 mmol), and 2-methoxy ethylamine (25 mg, 0.33 mmol) were reacted to give [6,7-dimethoxy-4-(2-methoxy-ethylcarbamoyl)-isoquinolin-1-ylmethyl]-carbamic acid tert-butyl ester (45 mg, 49%): 1H NMR (CDCl3) δ 1.50 (s, 9H), 3.41 (s, 3H), 3.62-3.64 (m, 2H), 3.72-3.76 (m, 2H), 4.03 (s, 6H), 4.89 (d, 2H), 6.19 (s, 1H), 6.47 (s, 1H), 7.34 (s,... The reactants are Cc1ccc(S(=O)(=O)OCC2COc3ccc4[nH]c(=O)[nH]c4c3O2)cc1, CS(C)=O, CCOC(C)=O, NCCCCc1ccccc1. Product: O=c1[nH]c2ccc3c(c2[nH]1)OC(CNCCCCc1ccccc1)CO3. Reaction SMILES: [CH3:1][c:2]1[cH:3][cH:4][c:5]([S:6]([O:7][CH2:12][CH:13]2[O:14][c:15]3[c:16]([cH:17][cH:18][c:19]4[c:20]3[nH:21][c:22](=[O:24])[nH:23]4)[O:25][CH2:26]2)(=[O:8])=[O:9])[cH:10][cH:11]1.[CH3:38][S:39]([CH3:40])=[O:41].[CH3:42][CH2:43][O:44][C:45](=[O:46])[CH3:47].[c:27]1([CH2:33][CH2:34][CH2:35][CH2:36][NH2:37])[cH:28][cH:29][cH:30][cH:31][cH:32]1>>[CH2:12]([CH:13]1[O:14][c:15]2[c:16]([cH:17][cH:18][c:19]3[c:20]2[nH:21][c:22](=[O:24])[nH:23]3)[O:25][CH2:26]1)[NH:37][CH2:36][CH2:35][CH2:34][CH2:33][c:27]1[cH:28][cH:29][cH:30][cH:31][cH:32]1.